This data is from the Open Reaction Database (ORD), a public repository of structured organic reaction records. The task is: describe an organic reaction: reactants, conditions, products, and yield The solvent is C(C)O (ethanol). Procedure details: A solution of 24.4g. (0.09 mole) of N-ethyl-3-methoxy-6-nitro-4-trifluoromethylaniline in 200 ml. of ethyl acetate, plus 100 ml. of ethanol, was hydrogenated in the presence of 0.2g. of platinum oxide at room temperature. The theoretical amount of hydrogen was absorbed in 19 hours of shaking at 60 psi. The catalyst was removed by filtration and the solvent evaporated at reduced pressure. The solid residue was dissolved in 200 ml. of absolute ethanol and 12.58g. (0.10 mole) of ethyl methylcarboxi... RXN SMILES: [CH2:1]([NH:3][C:4]1[C:9]([N+:10]([O-])=O)=[CH:8][C:7]([C:13]([F:16])([F:15])[F:14])=[C:6]([O:17][CH3:18])[CH:5]=1)[CH3:2].[C:19](OCC)(=O)[CH3:20]>[Pt]=O.C(O)C>[CH2:1]([N:3]1[C:4]2[CH:5]=[C:6]([O:17][CH3:18])[C:7]([C:13]([F:16])([F:15])[F:14])=[CH:8][C:9]=2[N:10]=[C:19]1[CH3:20])[CH3:2]. The reactants are C(C)NC1=CC(=C(C=C1[N+](=O)[O-])C(F)(F)F)OC (N-ethyl-3-methoxy-6-nitro-4-trifluoromethylaniline), C(C)(=O)OCC (ethyl acetate). The product is C(C)N1C(=NC2=C1C=C(C(=C2)C(F)(F)F)OC)C (1-Ethyl-6-methoxy-2-methyl-5-trifluoromethylbenzimidazole). The reagents and catalysts are [Pt]=O (platinum oxide). Reactants: [BH4-], CCc1csc(C=O)c1, CO, [Cl-], [NH4+], [Na+]. The product is CCc1csc(CO)c1. Reaction SMILES: [BH4-:10].[CH2:1]([CH3:2])[c:3]1[cH:4][c:5]([CH:8]=[O:9])[s:6][cH:7]1.[CH3:14][OH:15].[Cl-:12].[NH4+:13].[Na+:11]>>[CH2:1]([CH3:2])[c:3]1[cH:4][c:5]([CH2:8][OH:9])[s:6][cH:7]1.